From a dataset of the Open Reaction Database (ORD), a public repository of structured organic reaction records. describe an organic reaction: reactants, conditions, products, and yield Product: C(C)OC(C(CC1=C(C=C(C=C1)OCC=1N=C(OC1C)C1=CC=C(C=C1)OC(C)C)C)OCC)=O ([rac]-2-ethoxy-3-{4-[2-(4-isopropoxy-phenyl)-5-methyl-oxazol-4-ylmethoxy]-2-methyl-phenyl}-propionic acid ethyl ester). Procedure details: In analogy to the procedure described in example 120 f], [rac]-2-ethoxy-3-(4-hydroxy-2-methyl-phenyl)-propionic acid ethyl ester (example 129 c]) was reacted with 4-chloromethyl-2-(4-isopropoxy-phenyl)-5-methyl-oxazole (example 124 a]) in the presence of potassium carbonate and potassium iodide to yield [rac]-2-ethoxy-3-{4-[2-(4-isopropoxy-phenyl)-5-methyl-oxazol-4-ylmethoxy]-2-methyl-phenyl}-propionic acid ethyl ester, which was further saponified in analogy to the procedure described in exampl... Reactants: ClCC=1N=C(OC1C)C1=CC=C(C=C1)OC(C)C (4-chloromethyl-2-(4-isopropoxy-phenyl)-5-methyl-oxazole), C([O-])([O-])=O.[K+].[K+] (potassium carbonate), [I-].[K+] (potassium iodide), C(C)OC(C(CC1=C(C=C(C=C1)O)C)OCC)=O ([rac]-2-ethoxy-3-(4-hydroxy-2-methyl-phenyl)-propionic acid ethyl ester). RXN SMILES: [CH2:1]([O:3][C:4](=[O:18])[CH:5]([O:15][CH2:16][CH3:17])[CH2:6][C:7]1[CH:12]=[CH:11][C:10]([OH:13])=[CH:9][C:8]=1[CH3:14])[CH3:2].Cl[CH2:20][C:21]1[N:22]=[C:23]([C:27]2[CH:32]=[CH:31][C:30]([O:33][CH:34]([CH3:36])[CH3:35])=[CH:29][CH:28]=2)[O:24][C:25]=1[CH3:26].C(=O)([O-])[O-].[K+].[K+].[I-].[K+]>>[CH2:1]([O:3][C:4](=[O:18])[CH:5]([O:15][CH2:16][CH3:17])[CH2:6][C:7]1[CH:12]=[CH:11][C:10]([O:13][CH2:20][C:21]2[N:22]=[C:23]([C:27]3[CH:32]=[CH:31][C:30]([O:33][CH:34]([CH3:36])[CH3:35])=[CH:29][CH:28]=3)[O:24][C:25]=2[CH3:26])=[CH:9][C:8]=1[CH3:14])[CH3:2] |f:2.3.4,5.6|. Reactants: BrCC1=CC=C(C=C1)C(F)(F)P(OC(C)(C)C)(OC(C)(C)C)=O (di(tert-butyl) [4-(bromomethyl)phenyl](difluoro)methylphosphonate), FC1=CC=C(C(=O)C(C\C=C\C2=CC=CC=C2)C2=CC=C(C(=O)OC)C=C2)C=C1 (methyl 4-[(E)-1-(4-fluorobenzoyl)-4-phenyl-3-butenyl]benzoate), 6, CC(C)([O-])C.[K+] (potassium tert-butoxide), C(C)(=O)[O-].[NH4+] (ammonium acetate). The reagents and catalysts are [I-].C(CCC)[N+](CCCC)(CCCC)CCCC (tetrabutylammonium iodide). The solvent is C1CCOC1 (THF), C1CCOC1 (THF), C1CCOC1 (THF). Run at time 0.5 hour. Yields the product C(C)(C)(C)OP(=O)(OC(C)(C)C)C(C1=CC=C(CC(C\C=C\C2=CC=CC=C2)(C(C2=CC=C(C=C2)F)=O)C2=CC=C(C(=O)OC)C=C2)C=C1)(F)F (methyl 4-[(E)-1-{4-[[di(tert-butoxy)phosphoryl](difluoro)methyl]benzyl}-1-(4-fluorobenzoyl)-4-phenyl-3 butenyl]benzoate). Reaction SMILES: [F:1][C:2]1[CH:29]=[CH:28][C:5]([C:6]([CH:8]([C:18]2[CH:27]=[CH:26][C:21]([C:22]([O:24][CH3:25])=[O:23])=[CH:20][CH:19]=2)[CH2:9]/[CH:10]=[CH:11]/[C:12]2[CH:17]=[CH:16][CH:15]=[CH:14][CH:13]=2)=[O:7])=[CH:4][CH:3]=1.CC(C)([O-])C.[K+].Br[CH2:37][C:38]1[CH:43]=[CH:42][C:41]([C:44]([P:47](=[O:58])([O:53][C:54]([CH3:57])([CH3:56])[CH3:55])[O:48][C:49]([CH3:52])([CH3:51])[CH3:50])([F:46])[F:45])=[CH:40][CH:39]=1.C([O-])(=O)C.[NH4+]>[I-].C([N+](CCCC)(CCCC)CCCC)CCC.C1COCC1>[C:54]([O:53][P:47]([C:44]([F:46])([F:45])[C:41]1[CH:42]=[CH:43][C:38]([CH2:37][C:8]([C:18]2[CH:19]=[CH:20][C:21]([C:22]([O:24][CH3:25])=[O:23])=[CH:26][CH:27]=2)([C:6](=[O:7])[C:5]2[CH:28]=[CH:29][C:2]([F:1])=[CH:3][CH:4]=2)[CH2:9]/[CH:10]=[CH:11]/[C:12]2[CH:17]=[CH:16][CH:15]=[CH:14][CH:13]=2)=[CH:39][CH:40]=1)([O:48][C:49]([CH3:52])([CH3:51])[CH3:50])=[O:58])([CH3:55])([CH3:56])[CH3:57] |f:1.2,4.5,6.7|. Procedure: To a solution of methyl 4-[(E)-1-(4-fluorobenzoyl)-4-phenyl-3-butenyl]benzoate (racemate) (0.430 g, 1.10 mmol), 18 crown 6 (0.236 g) and a catalytic amount of tetrabutylammonium iodide in THF (5 ml) degassed at −78° C. was added potassium tert-butoxide 1 M in THF (1.1 ml, 1.10 mmol). After a period of 0.5 h, a solution of di(tert-butyl) [4-(bromomethyl)phenyl](difluoro)methylphosphonate (0.46 g, 1.11 mmol) in THF (5 ml) was added to the reaction mixture, and the reaction mixture was then stirred... Reactants: C(CC)C1=C(OC(C(=O)OC)C2=CC3=C(C=C2)OCO3)C=CC(=C1)C#N (methyl α-(2-n-propyl-4-cyanophenoxy)-3,4-methylenedioxyphenylacetate), [OH-].[Na+] (sodium hydroxide), Cl (HCl), C(Cl)(Cl)Cl.CO.[OH-].[NH4+] (chloroform methanol ammonium hydroxide). Solvent: CO (methanol). Conditions: time 8 hour. Product: CC(C(=O)O)(OC1=C(C=C(C=C1)C#N)CCC)C1=CC2=C(C=C1)OCO2 (methyl α-(2-n-propyl-4-cyanophenoxy)-3,4-methylenedioxyphenylacetic acid). Reaction SMILES: [CH2:1]([C:4]1[CH:24]=[C:23]([C:25]#[N:26])[CH:22]=[CH:21][C:5]=1[O:6][CH:7]([C:12]1[CH:17]=[CH:16][C:15]2[O:18][CH2:19][O:20][C:14]=2[CH:13]=1)[C:8]([O:10]C)=[O:9])[CH2:2][CH3:3].[OH-].[Na+].[CH:29](Cl)(Cl)Cl.CO.[OH-].[NH4+].Cl>CO>[CH3:29][C:7]([C:12]1[CH:17]=[CH:16][C:15]2[O:18][CH2:19][O:20][C:14]=2[CH:13]=1)([O:6][C:5]1[CH:21]=[CH:22][C:23]([C:25]#[N:26])=[CH:24][C:4]=1[CH2:1][CH2:2][CH3:3])[C:8]([OH:10])=[O:9] |f:1.2,3.4.5.6|. Reported procedure: To a solution of 3.5 g (8.64 mmol) of the product of Step C in 30 mL of methanol was added 2.07 mL (10.37 mmol) of 5.0N aqueous sodium hydroxide solution. After stirring overnight, TLC analysis (80:15:1 chloroform/methanol/ammonium hydroxide) indicated that the saponification was complete. The reaction mixture was acidified to pH 3 with 6N aqueous HCl and concentrated in vacuo. Starting materials: Cc1[nH]c2c(N3CCc4ccccc4C3)nc(C(=O)O)cc2c1C, C1CCNCC1, CCN=C=NCCCN(C)C, CCN(C(C)C)C(C)C, ClCCl, Cl. Product: Cc1[nH]c2c(N3CCc4ccccc4C3)nc(C(=O)N3CCCCC3)cc2c1C. RXN SMILES: [CH2:1]1[N:2]([c:11]2[n:12][c:13]([C:22](=[O:23])[OH:24])[cH:14][c:15]3[c:16]2[nH:17][c:18]([CH3:21])[c:19]3[CH3:20])[CH2:3][CH2:4][c:5]2[cH:6][cH:7][cH:8][cH:9][c:10]21.[CH2:46]1[CH2:47][CH2:48][NH:49][CH2:50][CH2:51]1.[CH3:26][N:27]([CH3:28])[CH2:29][CH2:30][CH2:31][N:32]=[C:33]=[N:34][CH2:35][CH3:36].[CH:37]([N:38]([CH:39]([CH3:40])[CH3:41])[CH2:42][CH3:43])([CH3:44])[CH3:45].[Cl:52][CH2:53][Cl:54].[ClH:25]>>[CH2:1]1[N:2]([c:11]2[n:12][c:13]([C:22](=[O:23])[N:49]3[CH2:48][CH2:47][CH2:46][CH2:51][CH2:50]3)[cH:14][c:15]3[c:16]2[nH:17][c:18]([CH3:21])[c:19]3[CH3:20])[CH2:3][CH2:4][c:5]2[cH:6][cH:7][cH:8][cH:9][c:10]21.